From a dataset of the Open Reaction Database (ORD), a public repository of structured organic reaction records. describe an organic reaction: reactants, conditions, products, and yield Starting materials: C1(CC1)NC(=O)NC1=CC(=C(C=C1)C)B1OC(C(O1)(C)C)(C)C (1-cyclopropyl-3-(4-methyl-3-(4,4,5,5-tetramethyl-1,3,2-dioxaborolan-2-yl)phenyl)urea), BrC1=CC2=C(N(C1=O)C)N(N=C2)C2=C(C=CC=C2F)F (5-bromo-1-(2,6-difluorophenyl)-7-methyl-1H-pyrazolo[3,4-b]pyridin-6(7H)-one). Yields the product C1(CC1)NC(=O)NC1=CC(=C(C=C1)C)C1=CC2=C(N(C1=O)C)N(N=C2)C2=C(C=CC=C2F)F (1-cyclopropyl-3-(3-(1-(2,6-difluorophenyl)-7-methyl-6-oxo-6,7-dihydro-1H-pyrazolo[3,4-b]pyridin-5-yl)-4-methylphenyl)urea). As a reaction SMILES: [CH:1]1([NH:4][C:5]([NH:7][C:8]2[CH:13]=[CH:12][C:11]([CH3:14])=[C:10](B3OC(C)(C)C(C)(C)O3)[CH:9]=2)=[O:6])[CH2:3][CH2:2]1.Br[C:25]1[C:30](=[O:31])[N:29]([CH3:32])[C:28]2[N:33]([C:36]3[C:41]([F:42])=[CH:40][CH:39]=[CH:38][C:37]=3[F:43])[N:34]=[CH:35][C:27]=2[CH:26]=1>>[CH:1]1([NH:4][C:5]([NH:7][C:8]2[CH:13]=[CH:12][C:11]([CH3:14])=[C:10]([C:25]3[C:30](=[O:31])[N:29]([CH3:32])[C:28]4[N:33]([C:36]5[C:41]([F:42])=[CH:40][CH:39]=[CH:38][C:37]=5[F:43])[N:34]=[CH:35][C:27]=4[CH:26]=3)[CH:9]=2)=[O:6])[CH2:2][CH2:3]1. Procedure: The title compound was prepared by a method similar to that described in Example 1, step 5 (Method A), starting from the 1-cyclopropyl-3-(4-methyl-3-(4,4,5,5-tetramethyl-1,3,2-dioxaborolan-2-yl)phenyl)urea and 5-bromo-1-(2,6-difluorophenyl)-7-methyl-1H-pyrazolo[3,4-b]pyridin-6(7H)-one. MS (ESI, pos.ion) m/z: 317.2 (M+1). Starting materials: COC(=O)Cc1ccc(S(=O)(=O)O)c2c([N+](=O)[O-])cccc12, [Fe], [Na+], [Na+], O=C([O-])[O-], O, O=S(=O)(O)O. Product: COC(=O)Cc1ccc(S(=O)(=O)[O-])c2c(N)cccc12, [Na+]. RXN SMILES: [CH3:1][O:2][C:3](=[O:4])[CH2:5][c:6]1[cH:7][cH:8][c:9]([S:19](=[O:20])(=[O:21])[OH:22])[c:10]2[c:11]([N+:16]([O-:17])=[O:18])[cH:12][cH:13][cH:14][c:15]12.[Fe:35].[Na+:28].[Na+:29].[O-:30][C:31](=[O:32])[O-:33].[OH2:34].[S:23](=[O:24])(=[O:25])([OH:26])[OH:27]>>[CH3:1][O:2][C:3](=[O:4])[CH2:5][c:6]1[cH:7][cH:8][c:9]([S:19](=[O:20])(=[O:21])[O-:22])[c:10]2[c:11]([NH2:16])[cH:12][cH:13][cH:14][c:15]12.[Na+:28]. The reactants are ClCCl (Dichloromethane), CO (methanol), COC(N[C@@H](C(C)C)C(=O)N1[C@@H](CCC1)C=1NC=C(N1)C1=CC=C(C=C1)C1=C(C=C(C=C1)NC(=O)C=1C=NC(=CC1)N1[C@@H](CN([C@H](C1)C)C(NC)=O)C)OC(F)(F)F)=O (((S)-1-{(S)-2-[4-(4′-{[6-((2R,5S)-2,5-dimethyl-4-methylcarbamoyl-piperazin-1-yl)-pyridine-3-carbonyl]-amino}-2′-trifluoromethoxy-biphenyl-4-yl)-1H-imidazol-2-yl]-pyrrolidine-1-carbonyl}-2-methyl-propyl)-carbamic acid methyl ester), Cl (HCl). Run in COC1CCCC1 (cyclopentyl methyl ether). Conditions: temperature 3 celsius, time 10 minute. The product is Cl.Cl.COC(N[C@@H](C(C)C)C(=O)N1[C@@H](CCC1)C=1NC=C(N1)C1=CC=C(C=C1)C1=C(C=C(C=C1)NC(=O)C=1C=NC(=CC1)N1[C@@H](CN([C@H](C1)C)C(NC)=O)C)OC(F)(F)F)=O (((S)-1-{(S)-2-[4-(4′-{[6-((2R,5S)-2,5-Dimethyl-4-methylcarbamoyl-piperazin-1-yl)-pyridine-3-carbonyl]-amino}-2′-trifluoromethoxy-biphenyl-4-yl)-1H-imidazol-2-yl]-pyrrolidine-1-carbonyl}-2-methyl-propyl)-carbamic acid methyl ester dihydrochloride). As a reaction SMILES: [Cl:1]CCl.CO.[CH3:6][O:7][C:8](=[O:64])[NH:9][C@H:10]([C:14]([N:16]1[CH2:20][CH2:19][CH2:18][C@H:17]1[C:21]1[NH:22][CH:23]=[C:24]([C:26]2[CH:31]=[CH:30][C:29]([C:32]3[CH:37]=[CH:36][C:35]([NH:38][C:39]([C:41]4[CH:42]=[N:43][C:44]([N:47]5[CH2:52][C@H:51]([CH3:53])[N:50]([C:54](=[O:57])[NH:55][CH3:56])[CH2:49][C@H:48]5[CH3:58])=[CH:45][CH:46]=4)=[O:40])=[CH:34][C:33]=3[O:59][C:60]([F:63])([F:62])[F:61])=[CH:28][CH:27]=2)[N:25]=1)=[O:15])[CH:11]([CH3:13])[CH3:12].[ClH:65]>COC1CCCC1>[ClH:1].[ClH:65].[CH3:6][O:7][C:8](=[O:64])[NH:9][C@H:10]([C:14]([N:16]1[CH2:20][CH2:19][CH2:18][C@H:17]1[C:21]1[NH:22][CH:23]=[C:24]([C:26]2[CH:27]=[CH:28][C:29]([C:32]3[CH:37]=[CH:36][C:35]([NH:38][C:39]([C:41]4[CH:42]=[N:43][C:44]([N:47]5[CH2:52][C@H:51]([CH3:53])[N:50]([C:54](=[O:57])[NH:55][CH3:56])[CH2:49][C@H:48]5[CH3:58])=[CH:45][CH:46]=4)=[O:40])=[CH:34][C:33]=3[O:59][C:60]([F:63])([F:61])[F:62])=[CH:30][CH:31]=2)[N:25]=1)=[O:15])[CH:11]([CH3:12])[CH3:13] |f:5.6.7|. Reported procedure: Dichloromethane (100 mL) and methanol (50 mL) were added to ((S)-1-{(S)-2-[4-(4′-{[6-((2R,5S)-2,5-dimethyl-4-methylcarbamoyl-piperazin-1-yl)-pyridine-3-carbonyl]-amino}-2′-trifluoromethoxy-biphenyl-4-yl)-1H-imidazol-2-yl]-pyrrolidine-1-carbonyl}-2-methyl-propyl)-carbamic acid methyl ester (10.17 g, 12.40 mmol) and the solution was stirred for 10 min, then cooled to 3° C. and 3 M of HCl in cyclopentyl methyl ether (12.4 mL) was added dropwise keeping the temperature of the reaction mixture less t... Reaction SMILES: [Cl:1][CH2:2][C:3]1[CH:8]=[CH:7][C:6]([C:9]2[O:13][N:12]=[C:11]([CH2:14][CH:15]3[CH2:20][CH2:19][N:18]([CH:21]4[CH2:25][CH2:24][CH2:23][CH2:22]4)[CH2:17][CH2:16]3)[N:10]=2)=[CH:5][CH:4]=1.[CH3:26][NH2:27]>>[ClH:1].[ClH:1].[CH:21]1([N:18]2[CH2:19][CH2:20][CH:15]([CH2:14][C:11]3[N:10]=[C:9]([C:6]4[CH:5]=[CH:4][C:3]([CH2:2][CH2:26][NH2:27])=[CH:8][CH:7]=4)[O:13][N:12]=3)[CH2:16][CH2:17]2)[CH2:22][CH2:23][CH2:24][CH2:25]1 |f:2.3.4|. Procedure details: The title compound was prepared by a similar procedure to that described in Example 23, starting from 4-[5-(4-chloromethylphenyl)[1,2,4]oxadiazol-3-ylmethyl]-1-cyclopentylpiperidine and methylamine. HPLC: Rt=4.89 min. Reactants: ClCC1=CC=C(C=C1)C1=NC(=NO1)CC1CCN(CC1)C1CCCC1 (4-[5-(4-chloromethylphenyl)[1,2,4]oxadiazol-3-ylmethyl]-1-cyclopentylpiperidine), CN (methylamine). Yields the product Cl.Cl.C1(CCCC1)N1CCC(CC1)CC1=NOC(=N1)C1=CC=C(CCN)C=C1 ({4-[3-((1-Cyclopentylpiperidin-4-yl)methyl)[1,2,4]oxadiazol-5-yl]benzyl}methylamine, dihydrochloride).